From a dataset of the Open Reaction Database (ORD), a public repository of structured organic reaction records. describe an organic reaction: reactants, conditions, products, and yield Starting materials: N1(C=NC=C1)CC1=C(C=C(C=C1)C#CC1=CC=C(C=C1)CC(=O)OC)C (methyl [4-(4-imidazol-1ylmethyl-3-methyl-phenylethynyl)-phenyl]-acetate), C(#C)C1=CC=C(C=C1)C1(CC1)NCCC ([1-(4-ethynylphenyl)-cyclopropyl]-propylamine), O1CCCC1 (tetrahydrofuran), [OH-].[Na+] (NaOH), aqueous solution, C(C)O (ethanol). Run at time 8 hour. The product is N1(C=NC=C1)C1=C(C(=C(C=C1)C#CC1=CC=C(C=C1)CC(=O)O)C)C ([4-(4-Imidazol-1-yl-methyl-3-methyl-phenylethynyl)-phenyl]-acetic acid). The yield is 70.0%. Reaction SMILES: [N:1]1([CH2:6][C:7]2[CH:12]=[CH:11]C(C#CC3C=CC(CC(OC)=O)=CC=3)=C[C:8]=2C)[CH:5]=[CH:4][N:3]=[CH:2]1.C([C:29]1[CH:34]=[CH:33][C:32]([C:35]2(NCCC)[CH2:37][CH2:36]2)=[CH:31][CH:30]=1)#C.O1CC[CH2:44][CH2:43]1.[OH-:47].[Na+].[CH2:49]([OH:51])[CH3:50]>>[N:1]1([C:6]2[CH:44]=[CH:43][C:36]([C:37]#[C:35][C:32]3[CH:31]=[CH:30][C:29]([CH2:50][C:49]([OH:47])=[O:51])=[CH:34][CH:33]=3)=[C:12]([CH3:11])[C:7]=2[CH3:8])[CH:5]=[CH:4][N:3]=[CH:2]1 |f:3.4|. Reported procedure: Using General Procedure I; a solution of methyl [4-(4-imidazol-1ylmethyl-3-methyl-phenylethynyl)-phenyl]-acetate. (Compound 120, 45.0 mg, 0.13 mmol) in ethanol (2 mL) and tetrahydrofuran (2 mL) was treated with NaOH (80.0 mg, 2.0 mmols, 2.0 mL of a 1N aqueous solution) and stirred overnight at room temperature. Work-up afforded 30.0 mg (70%) of the title compound as a pale-orange solid. RXN SMILES: [C:1]([O:2][C:3](=[O:4])[N:8]1[CH:9]([CH2:13][C:14]([CH:15]=[CH2:16])=[O:17])[CH2:10][CH2:11][CH2:12]1)([CH3:5])([CH3:6])[CH3:7].[ClH:18].[Na+:19].[O:24]1[CH2:25][CH2:26][CH2:27][CH2:28]1.[OH:20][C:21](=[O:22])[O-:23]>>[N:8]12[CH:9]([CH2:10][CH2:11][CH2:12]1)[CH2:13][C:14](=[O:17])[CH2:15][CH2:16]2. Yields the product O=C1CCN2CCCC2C1. Reactants: C=CC(=O)CC1CCCN1C(=O)OC(C)(C)C, Cl, [Na+], C1CCOC1, O=C([O-])O. Reactants: [BH3-]C#N, CC(=O)[O-], CCCCC(=O)CC(C)C, CO, [NH4+], [Na+]. Yields the product CCCCC(N)CC(C)C. As a reaction SMILES: [C:11](#[N:12])[BH3-:13].[CH3:16][C:17](=[O:18])[O-:19].[CH3:1][CH:2]([CH3:3])[CH2:4][C:5]([CH2:6][CH2:7][CH2:8][CH3:9])=[O:10].[CH3:20][OH:21].[NH4+:15].[Na+:14]>>[CH3:1][CH:2]([CH3:3])[CH2:4][CH:5]([CH2:6][CH2:7][CH2:8][CH3:9])[NH2:12]. Starting materials: CS(C)=O, CC(C)(C)C1(CCc2ccc(Cl)cc2)CO1, Cl, [Na+], [Na+], O=C([O-])[O-], O, c1nc[nH]n1. Yields the product CC(C)(C)C(O)(CCc1ccc(Cl)cc1)Cn1cncn1. As a reaction SMILES: [CH3:30][S:31]([CH3:32])=[O:33].[Cl:7][c:8]1[cH:9][cH:10][c:11]([CH2:14][CH2:15][C:16]2([C:19]([CH3:20])([CH3:21])[CH3:22])[O:17][CH2:18]2)[cH:12][cH:13]1.[ClH:28].[Na+:1].[Na+:2].[O-:3][C:4](=[O:5])[O-:6].[OH2:29].[nH:23]1[n:24][cH:25][n:26][cH:27]1>>[Cl:7][c:8]1[cH:9][cH:10][c:11]([CH2:14][CH2:15][C:16]([OH:17])([CH2:18][n:23]2[n:24][cH:25][n:26][cH:27]2)[C:19]([CH3:20])([CH3:21])[CH3:22])[cH:12][cH:13]1.